From a dataset of the Open Reaction Database (ORD), a public repository of structured organic reaction records. describe an organic reaction: reactants, conditions, products, and yield The reactants are C(CCCCCCCCCCCCCCC)NC1=CC=C(CCC(=O)O)C=C1 (4-(hexadecylamino)hydrocinnamic acid), [H-].[Na+] (sodium hydride), C1(=CC=CC=C1)O (phenol), C(=O)(N1C=NC=C1)N1C=NC=C1 (1,1'-carbonyldiimidazole). Solvent: O1CCCC1 (tetrahydrofuran). The product is C(CCCCCCCCCCCCCCC)NC1=CC=C(CCC(=O)OC2=CC=CC=C2)C=C1 (phenyl 4-(hexadecylamino)hydrocinnamate). RXN SMILES: [CH2:1]([NH:17][C:18]1[CH:28]=[CH:27][C:21]([CH2:22][CH2:23][C:24]([OH:26])=[O:25])=[CH:20][CH:19]=1)[CH2:2][CH2:3][CH2:4][CH2:5][CH2:6][CH2:7][CH2:8][CH2:9][CH2:10][CH2:11][CH2:12][CH2:13][CH2:14][CH2:15][CH3:16].C(N1C=CN=C1)(N1C=CN=C1)=O.[C:41]1(O)[CH:46]=[CH:45][CH:44]=[CH:43][CH:42]=1.[H-].[Na+]>O1CCCC1>[CH2:1]([NH:17][C:18]1[CH:19]=[CH:20][C:21]([CH2:22][CH2:23][C:24]([O:26][C:41]2[CH:46]=[CH:45][CH:44]=[CH:43][CH:42]=2)=[O:25])=[CH:27][CH:28]=1)[CH2:2][CH2:3][CH2:4][CH2:5][CH2:6][CH2:7][CH2:8][CH2:9][CH2:10][CH2:11][CH2:12][CH2:13][CH2:14][CH2:15][CH3:16] |f:3.4|. Reported procedure: A solution of 0.05 mole of 4-(hexadecylamino)hydrocinnamic acid and 0.05 mole of 1,1'-carbonyldiimidazole in 50 ml. of tetrahydrofuran is treated with 0.052 mole of phenol and a trace of sodium hydride. The reaction is heated to reflux for 3 hours, then cooled, filtered and evaporated in vacuo providing phenyl 4-(hexadecylamino)hydrocinnamate. The reactants are Fc1ccc(Br)cc1, C1CCOC1, [Li]CCCC, CC1(C)CCCC(C)(C)N1, COB(OC)OC, CC(=O)O, OO. RXN SMILES: [Br:16][c:17]1[cH:18][cH:19][c:20]([F:23])[cH:21][cH:22]1.[CH2:37]1[O:38][CH2:39][CH2:40][CH2:41]1.[CH3:11][CH2:12][CH2:13][CH2:14][Li:15].[CH3:1][C:2]1([CH3:3])[CH2:4][CH2:5][CH2:6][C:7]([CH3:8])([CH3:9])[NH:10]1.[CH3:24][O:25][B:26]([O:27][CH3:28])[O:29][CH3:30].[CH3:31][C:32](=[O:33])[OH:34].[OH:35][OH:36]>>[Br:16][c:17]1[cH:18][c:19]([OH:25])[c:20]([F:23])[cH:21][cH:22]1. The product is Oc1cc(Br)ccc1F. The reactants are [H][H] (hydrogen), FC=1C=C(C=C(C1F)F)C=CC1CCC(CC1)=O (4-(2'-(3",4",5"-Trifluorophenyl)ethenyl)cyclohexanone), [H][H] (hydrogen). Reagents/catalysts: [Pd] (Pd/C). Solvent: C(C)O (ethanol). Product: FC=1C=C(C=C(C1F)F)CCC1CCC(CC1)=O (4-(2'-(3",4",5"-trifluorophenyl)ethyl)cyclohexanone). Yield: 97.8%. RXN SMILES: [F:1][C:2]1[CH:3]=[C:4]([CH:10]=[CH:11][CH:12]2[CH2:17][CH2:16][C:15](=[O:18])[CH2:14][CH2:13]2)[CH:5]=[C:6]([F:9])[C:7]=1[F:8].[H][H]>C(O)C.[Pd]>[F:1][C:2]1[CH:3]=[C:4]([CH2:10][CH2:11][CH:12]2[CH2:17][CH2:16][C:15](=[O:18])[CH2:14][CH2:13]2)[CH:5]=[C:6]([F:9])[C:7]=1[F:8]. Procedure: 4-(2'-(3",4",5"-Trifluorophenyl)ethenyl)cyclohexanone (71 g) was dissolved in ethanol (500 ml), followed by adding Pd/C (5%) (2.0 g), hydrogenating the compound in a hydrogen gas atmosphere with stirring till the hydrogen absorption was completed, filtering off the catalyst after completion of the reaction, and concentrating the solvent under reduced pressure, to obtain 4-(2'-(3",4",5"-trifluorophenyl)ethyl)cyclohexanone (70 g).